This data is from the Open Reaction Database (ORD), a public repository of structured organic reaction records. The task is: describe an organic reaction: reactants, conditions, products, and yield Starting materials: [Si](C)(C)(C(C)(C)C)OCCNC(C)C (N-(2-(tert-Butyldimethylsilyloxy)ethyl)propan-2-amine), [Si](C)(C)(C(C)(C)C)OCCN(C(=O)C1=NC(=NC(=C1OCC1=CC=CC=C1)O)CC1(CCCC1)N1C=CC=2C1=NC=CC2)C (5-benzyloxy-6-hydroxy-2-(1-pyrrolo[2,3-b]pyridin-1-yl-cyclopentylmethyl)-pyrimidine-4-carboxylic acid [2-(tert-butyl-dimethylsilanyloxy)-ethyl]-methyl-amide), C(C1=CC=CC=C1)OC=1C(=NC(=NC1O)CC1(CCCC1)N1C=CC=2C1=NC=CC2)C(=O)O (5-benzyloxy-6-hydroxy-2-(1-pyrrolo[2,3-b]pyridin-1-yl-cyclopentyl methyl)-pyrimidine-4-carboxylic acid). Yields the product [Si](C)(C)(C(C)(C)C)OCCN(C(=O)C1=NC(=NC(=C1OCC1=CC=CC=C1)O)CC1(CCCC1)N1C=CC=2C1=NC=CC2)C(C)C (5-Benzyloxy-6-hydroxy-2-(1-pyrrolo[2,3-b]pyridin-1-yl-cyclopentylmethyl)-pyrimidine-4-carboxylic acid [2-(tert-butyl-dimethylsilanyloxy)-ethyl]-isopropylamide), solid. The yield is 61.0%. Reaction SMILES: [Si](OCCN(C)C(C1C(OCC2C=CC=CC=2)=C(O)N=C(CC2(N3C4=NC=CC=C4C=C3)CCCC2)N=1)=O)(C(C)(C)C)(C)C.[CH2:45]([O:52][C:53]1[C:54]([C:75](O)=[O:76])=[N:55][C:56]([CH2:60][C:61]2([N:66]3[C:70]4=[N:71][CH:72]=[CH:73][CH:74]=[C:69]4[CH:68]=[CH:67]3)[CH2:65][CH2:64][CH2:63][CH2:62]2)=[N:57][C:58]=1[OH:59])[C:46]1[CH:51]=[CH:50][CH:49]=[CH:48][CH:47]=1.[Si:78]([O:85][CH2:86][CH2:87][NH:88][CH:89]([CH3:91])[CH3:90])([C:81]([CH3:84])([CH3:83])[CH3:82])([CH3:80])[CH3:79]>>[Si:78]([O:85][CH2:86][CH2:87][N:88]([CH:89]([CH3:91])[CH3:90])[C:75]([C:54]1[C:53]([O:52][CH2:45][C:46]2[CH:47]=[CH:48][CH:49]=[CH:50][CH:51]=2)=[C:58]([OH:59])[N:57]=[C:56]([CH2:60][C:61]2([N:66]3[C:70]4=[N:71][CH:72]=[CH:73][CH:74]=[C:69]4[CH:68]=[CH:67]3)[CH2:62][CH2:63][CH2:64][CH2:65]2)[N:55]=1)=[O:76])([C:81]([CH3:84])([CH3:83])[CH3:82])([CH3:80])[CH3:79]. Reported procedure: 5-Benzyloxy-6-hydroxy-2-(1-pyrrolo[2,3-b]pyridin-1-yl-cyclopentylmethyl)-pyrimidine-4-carboxylic acid [2-(tert-butyl-dimethylsilanyloxy)-ethyl]-isopropylamide (409) was prepared following the same method as described for 5-benzyloxy-6-hydroxy-2-(1-pyrrolo[2,3-b]pyridin-1-yl-cyclopentylmethyl)-pyrimidine-4-carboxylic acid [2-(tert-butyl-dimethylsilanyloxy)-ethyl]-methyl-amide (405) from 5-benzyloxy-6-hydroxy-2-(1-pyrrolo[2,3-b]pyridin-1-yl-cyclopentylmethyl)-pyrimidine-4-carboxylic acid (404) (25... Reactants: ClC1=C(C=O)C=CC=C1 (2-chlorobenzaldehyde), [N+](=O)([O-])CC(C)=O (nitroacetone), C1(=CC=CC=C1)CC(C)=O (phenylacetone), C(C)(=O)[O-].[NH4+] (ammonium acetate). Solvent: C(C)O (ethanol). Product: ClC1=C(C=CC=C1)C1C(=C(NC(=C1C1=CC=CC=C1)C)C)[N+](=O)[O-] (4-(2-Chlorophenyl)-1,4-dihydro-2,6-dimethyl-3-nitro-5-phenylpyridine). The yield is 5.9%. Reaction SMILES: [Cl:1][C:2]1[CH:9]=[CH:8][CH:7]=[CH:6][C:3]=1[CH:4]=O.[N+:10]([CH2:13][C:14](=O)[CH3:15])([O-:12])=[O:11].[C:17]1([CH2:23][C:24](=O)[CH3:25])[CH:22]=[CH:21][CH:20]=[CH:19][CH:18]=1.C([O-])(=O)C.[NH4+:31]>C(O)C>[Cl:1][C:2]1[CH:9]=[CH:8][CH:7]=[CH:6][C:3]=1[CH:4]1[C:23]([C:17]2[CH:22]=[CH:21][CH:20]=[CH:19][CH:18]=2)=[C:24]([CH3:25])[NH:31][C:14]([CH3:15])=[C:13]1[N+:10]([O-:12])=[O:11] |f:3.4|. Reported procedure: 1.5 g (10 mmol) of 2-chlorobenzaldehyde are boiled with 1.03 g (10 mmol) of nitroacetone, 2.7 g (20 mmol) of phenylacetone and 0.7 g (10 mmol) of ammonium acetate in 20 ml of ethanol overnight. The mixture is concentrated, the residue is taken up in ethyl acetate, and the solution is washed with water, dried and concentrated. The residue from evaporation is purified on a silica gel column using toluene/ethyl acetate 10:1. The fractions containing product are collected and concentrated. The subst... Reactants: FC=1C=C(C=C(C1)SC1=CC=C(C=C1)C(CO)=O)C1(CCOCC1)OC (4'-[5-fluoro-3-(4-methoxytetrahydropyran-4-yl)phenylthio]-α-hydroxyacetophenone), Cl.NO (hydroxylamine hydrochloride). Product: FC=1C=C(C=C(C1)SC1=CC=C(C=C1)\C(\CO)=N/O)C1(CCOCC1)OC ((E)-4'-[5-fluoro-3-(4-methoxytetrahydropyran-4-yl)phenylthio]-α-hydroxyacetophenone oxime). Isolated yield 59.0%. RXN SMILES: [F:1][C:2]1[CH:3]=[C:4]([C:19]2([O:25][CH3:26])[CH2:24][CH2:23][O:22][CH2:21][CH2:20]2)[CH:5]=[C:6]([S:8][C:9]2[CH:14]=[CH:13][C:12]([C:15](=O)[CH2:16][OH:17])=[CH:11][CH:10]=2)[CH:7]=1.Cl.[NH2:28][OH:29]>>[F:1][C:2]1[CH:3]=[C:4]([C:19]2([O:25][CH3:26])[CH2:24][CH2:23][O:22][CH2:21][CH2:20]2)[CH:5]=[C:6]([S:8][C:9]2[CH:14]=[CH:13][C:12](/[C:15](=[N:28]\[OH:29])/[CH2:16][OH:17])=[CH:11][CH:10]=2)[CH:7]=1 |f:1.2|. Reported procedure: Using an analogous procedure to that described in Example 69, 4'-[5-fluoro-3-(4-methoxytetrahydropyran-4-yl)phenylthio]-α-hydroxyacetophenone was reacted with hydroxylamine hydrochloride to give (E)-4'-[5-fluoro-3-(4-methoxytetrahydropyran-4-yl)phenylthio]-α-hydroxyacetophenone oxime in 59% yield, m.p. 145°-146° C.; Reactants: C(C)(C)(C)OC(=O)N1[C@@H](CC(C1)=NOC)C(=O)O ((2S,4EZ)-1-(tert-butoxycarbonyl)-4-(methoxyimino)-2-pyrrolidinecarboxylic acid), CC1=C(C=CC=C1)C1=CC(=C(C=C1)C(=O)O)C (2′,3-dimethyl[1,1′-biphenyl]4-carboxylic acid), NCCC(=O)N (3-aminopropionamide). Product: NC(CCNC(=O)[C@H]1N(CC(C1)=NOC)C(=O)C1=C(C=C(C=C1)C1=C(C=CC=C1)C)C)=O ((2S,4EZ)-N-(3-amino-3-oxopropyl)-1-[(2′,3-dimethyl[1,1′-biphenyl]-4-yl)carbonyl]-4-(methoxyimino)-2-pyrrolidinecarboxamide). As a reaction SMILES: C(O[C:6]([N:8]1[CH2:12][C:11](=[N:13][O:14][CH3:15])[CH2:10][C@H:9]1[C:16]([OH:18])=O)=[O:7])(C)(C)C.[CH3:19][C:20]1[CH:25]=[CH:24][CH:23]=[CH:22][C:21]=1[C:26]1[CH:31]=[CH:30][C:29](C(O)=O)=[C:28]([CH3:35])[CH:27]=1.[NH2:36][CH2:37][CH2:38][C:39]([NH2:41])=[O:40]>>[NH2:41][C:39](=[O:40])[CH2:38][CH2:37][NH:36][C:16]([C@@H:9]1[CH2:10][C:11](=[N:13][O:14][CH3:15])[CH2:12][N:8]1[C:6]([C:29]1[CH:30]=[CH:31][C:26]([C:21]2[CH:22]=[CH:23][CH:24]=[CH:25][C:20]=2[CH3:19])=[CH:27][C:28]=1[CH3:35])=[O:7])=[O:18]. Reported procedure: Following the general method as outlined in Example 22, starting from (2S,4EZ)-1-(tert-butoxycarbonyl)-4-(methoxyimino)-2-pyrrolidinecarboxylic acid, 2′,3-dimethyl[1,1′-biphenyl]4-carboxylic acid, and 3-aminopropionamide, the title compound was obtained in 87% purity by HPLC. MS(ESI+): m/z=437. Yields the product C(#N)[C@](CC(=O)C1=CC(=C(C(=O)NC2(CSC2)C)C=C1)C)(C(F)(F)F)C1=CC(=CC(=C1)Cl)Cl (4-[(R)-3-Cyano-3-(3,5-dichloro-phenyl)-4,4,4-trifluoro-butyryl]-2-methyl-N-(3-methyl-thietan-3-yl)-benzamide). Reported procedure: Potassium cyanide (0.0090 g, 0.139 mmol) and acetone cyanohydrin (0.034 ml, 0.372 mmol) were added to a solution of 4-[(E)-3-(3,5-Dichloro-phenyl)-4,4,4-trifluoro-but-2-enoyl]-2-methyl-N-(3-methyl-thietan-3-yl)-benzamide (0.0600 g, 0.123 mmol) in toluene (3.0 ml). To this vigorously stirred suspension was added 2,3,4,5,6-pentafluorophenyl-methyl quininium chloride (0.0180 g, 0.031 mmol). The reaction mixture was stirred at 90° C. for 6 days. After this time water was added and the reaction mixtu... Run in C1(=CC=CC=C1)C (toluene). Conditions: temperature 90 celsius, time 6 day. The reactants are O (water), [C-]#N.[K+] (Potassium cyanide), CC(C#N)(O)C (acetone cyanohydrin), ClC=1C=C(C=C(C1)Cl)\C(=C/C(=O)C1=CC(=C(C(=O)NC2(CSC2)C)C=C1)C)\C(F)(F)F (4-[(E)-3-(3,5-Dichloro-phenyl)-4,4,4-trifluoro-but-2-enoyl]-2-methyl-N-(3-methyl-thietan-3-yl)-benzamide). As a reaction SMILES: [C-]#N.[K+].CC(C)(O)[C:6]#[N:7].[Cl:10][C:11]1[CH:12]=[C:13](/[C:18](/[C:37]([F:40])([F:39])[F:38])=[CH:19]\[C:20]([C:22]2[CH:35]=[CH:34][C:25]([C:26]([NH:28][C:29]3([CH3:33])[CH2:32][S:31][CH2:30]3)=[O:27])=[C:24]([CH3:36])[CH:23]=2)=[O:21])[CH:14]=[C:15]([Cl:17])[CH:16]=1.O>C1(C)C=CC=CC=1>[C:6]([C@@:18]([C:13]1[CH:14]=[C:15]([Cl:17])[CH:16]=[C:11]([Cl:10])[CH:12]=1)([C:37]([F:40])([F:39])[F:38])[CH2:19][C:20]([C:22]1[CH:35]=[CH:34][C:25]([C:26]([NH:28][C:29]2([CH3:33])[CH2:32][S:31][CH2:30]2)=[O:27])=[C:24]([CH3:36])[CH:23]=1)=[O:21])#[N:7] |f:0.1|. The yield is 23.7%. Starting materials: ClCCCC#C[C@@H]1CC[C@H](CC1)N(S(=O)(=O)C1=CC=C(C=C1)C(F)(F)F)C (trans-N-[4-(5-Chloro-pent-1-ynyl)-cyclohexyl]-N-methyl-4-trifluoromethyl-benzenesulfonamide), [Na+].[I-] (NaI). Solvent: CC(CC)=O (butan-2-one). Conditions: temperature 80 celsius. The product is ICCCC#C[C@@H]1CC[C@H](CC1)N(S(=O)(=O)C1=CC=C(C=C1)C(F)(F)F)C (trans-N-[4-(5-Iodo-pent-1-ynyl)-cyclohexyl]-N-methyl-4-trifluoromethyl-benzenesulfonamide). Isolated yield 109.0%. RXN SMILES: Cl[CH2:2][CH2:3][CH2:4][C:5]#[C:6][C@H:7]1[CH2:12][CH2:11][C@H:10]([N:13]([CH3:27])[S:14]([C:17]2[CH:22]=[CH:21][C:20]([C:23]([F:26])([F:25])[F:24])=[CH:19][CH:18]=2)(=[O:16])=[O:15])[CH2:9][CH2:8]1.[Na+].[I-:29]>CC(=O)CC>[I:29][CH2:2][CH2:3][CH2:4][C:5]#[C:6][C@H:7]1[CH2:12][CH2:11][C@H:10]([N:13]([CH3:27])[S:14]([C:17]2[CH:22]=[CH:21][C:20]([C:23]([F:26])([F:25])[F:24])=[CH:19][CH:18]=2)(=[O:16])=[O:15])[CH2:9][CH2:8]1 |f:1.2|. Procedure: A solution of 250 mg (0.59 mmol) of trans-N-[4-(5-Chloro-pent-1-ynyl)-cyclohexyl]-N-methyl-4-trifluoromethyl-benzenesulfonamide in 10 ml butan-2-one was treated with 136 mg of NaI (0.91 mmol) and heated at 80° C. for 48 h. Evaporation gave 330 mg of crude trans-N-[4-(5-Iodo-pent-1-ynyl)-cyclohexyl]-N-methyl-4-trifluoromethyl-benzenesulfonamide which was used directly for the next step, MS: 514 (MH+). The reactants are NC1=C(C=C(C=C1)N1CCN(CC1)C(=O)OC(C)(C)C)NS(=O)(=O)C1=CC=CC=C1 (N-{2-amino-5-(4-t-butyloxycarbonyl-piperazinyl)-phenyl}benzenesulfonamide), C1(=C(C(=CC(=C1)C)C)S(=O)(=O)Cl)C (2-mesitylenesulfonylchloride). Yields the product CC1=C(C(=CC(=C1)C)C)S(=O)(=O)NC1=C(C=C(C=C1)N1CCNCC1)NS(=O)(=O)C1=CC=CC=C1 (2,4,6-Trimethyl-N-[2-[(phenylsulfonyl)amino]-4-(1-piperazinyl)phenyl]benzenesulfonamide), purple solid. As a reaction SMILES: [NH2:1][C:2]1[CH:7]=[CH:6][C:5]([N:8]2[CH2:13][CH2:12][N:11](C(OC(C)(C)C)=O)[CH2:10][CH2:9]2)=[CH:4][C:3]=1[NH:21][S:22]([C:25]1[CH:30]=[CH:29][CH:28]=[CH:27][CH:26]=1)(=[O:24])=[O:23].[C:31]1([CH3:43])[CH:36]=[C:35]([CH3:37])[CH:34]=[C:33]([CH3:38])[C:32]=1[S:39](Cl)(=[O:41])=[O:40]>>[CH3:43][C:31]1[CH:36]=[C:35]([CH3:37])[CH:34]=[C:33]([CH3:38])[C:32]=1[S:39]([NH:1][C:2]1[CH:7]=[CH:6][C:5]([N:8]2[CH2:13][CH2:12][NH:11][CH2:10][CH2:9]2)=[CH:4][C:3]=1[NH:21][S:22]([C:25]1[CH:30]=[CH:29][CH:28]=[CH:27][CH:26]=1)(=[O:24])=[O:23])(=[O:41])=[O:40]. Procedure: 2,4,6-Trimethyl-N-[2-[(phenylsulfonyl)amino]-4-(1-piperazinyl)phenyl]benzenesulfonamide was synthesized from N-{2-amino-5-(4-t-butyloxycarbonyl-piperazinyl)-phenyl}benzenesulfonamide and 2-mesitylenesulfonylchloride (52 mg, 0.239 mmol) according to general method 3 to give 50 mg of a purple solid. MS (posES-FIA) m/z=Found: 515.3; Calcd 515.17; 1H-NMR δ 7.74 (d, 2H); 7.63-7.46 (m, 3H), 6.92 (s, 2H), 6.74-6.55 (m, 3H), 3.27-3.20 (m, 8H), 2.35 (s, 6H), 2.25 (s, 3H).